Dataset: the Open Reaction Database (ORD), a public repository of structured organic reaction records. Task: describe an organic reaction: reactants, conditions, products, and yield Reactants: CC(C)CCO, O=C(O)c1ccc(Cl)nc1, [H-], [Na+]. Product: CC(C)CCOc1ccc(C(=O)O)cn1. As a reaction SMILES: [CH3:13][CH:14]([CH2:15][CH2:16][OH:17])[CH3:18].[Cl:1][c:2]1[n:3][cH:4][c:5]([C:6](=[O:7])[OH:8])[cH:9][cH:10]1.[H-:11].[Na+:12]>>[c:2]1([O:17][CH2:16][CH2:15][CH:14]([CH3:13])[CH3:18])[n:3][cH:4][c:5]([C:6](=[O:7])[OH:8])[cH:9][cH:10]1. Reactants: C(C1=CC=CC=C1)NC1CCC(CC1)(C(N[C@H](C)C1=CC=C(C=C1)F)=O)NC(OC(C)(C)C)=O ((R)-tert-butyl 4-(benzylamino)-1-(1-(4-fluorophenyl)ethylcarbamoyl)cyclohexylcarbamate), C(C1=CC=CC=C1)NC1CCC(CC1)(C(N[C@H](C)C1=CC=C(C=C1)F)=O)NC(OC(C)(C)C)=O ((R)-tert-Butyl 4-(benzylamino)-1-(1-(4-fluorophenyl)ethylcarbamoyl)cyclohexylcarbamate), [H][H] (hydrogen). The reagents and catalysts are [Pd] (Pd/C). The product is C(C)(C)(C)OC(NC1(CCC(CC1)N)C(N[C@H](C)C1=CC=C(C=C1)F)=O)=O ({4-Amino-1-[(R)-1-(4-fluoro-phenyl)-ethylcarbamoyl]-cyclohexyl}-carbamic acid tert-butyl ester). As a reaction SMILES: C([NH:8][CH:9]1[CH2:14][CH2:13][C:12]([NH:27][C:28](=[O:34])[O:29][C:30]([CH3:33])([CH3:32])[CH3:31])([C:15](=[O:26])[NH:16][C@@H:17]([C:19]2[CH:24]=[CH:23][C:22]([F:25])=[CH:21][CH:20]=2)[CH3:18])[CH2:11][CH2:10]1)C1C=CC=CC=1.[H][H]>[Pd]>[C:30]([O:29][C:28](=[O:34])[NH:27][C:12]1([C:15](=[O:26])[NH:16][C@@H:17]([C:19]2[CH:20]=[CH:21][C:22]([F:25])=[CH:23][CH:24]=2)[CH3:18])[CH2:13][CH2:14][CH:9]([NH2:8])[CH2:10][CH2:11]1)([CH3:31])([CH3:32])[CH3:33]. Reported procedure: (R)-tert-butyl 4-(benzylamino)-1-(1-(4-fluorophenyl)ethylcarbamoyl)cyclohexylcarbamate (Intermediate 94, the “cis” isomer, 87 mg) was hydrogenated at 1 atm hydrogen gas using 10% Pd/C (26 mg, Degussa type E101 NE/W 50% wet) for 16 hours. The reaction was filtered over celite to yield {4-Amino-1-[(R)-1-(4-fluoro-phenyl)-ethylcarbamoyl]-cyclohexyl}-carbamic acid tert-butyl ester (70 mg). MS MH+ 380.4 Reactants: CCNC(=O)Nc1nc2cc(OCc3ccccc3)cc(-c3ccc(C#N)cn3)c2s1, CS(=O)(=O)O, CCOC(C)=O, ClCCl. The product is CCNC(=O)Nc1nc2cc(O)cc(-c3ccc(C#N)cn3)c2s1. As a reaction SMILES: [CH2:1]([c:2]1[cH:3][cH:4][cH:5][cH:6][cH:7]1)[O:8][c:9]1[cH:10][c:11](-[c:24]2[n:25][cH:26][c:27]([C:30]#[N:31])[cH:28][cH:29]2)[c:12]2[c:13]([n:14][c:15]([NH:17][C:18](=[O:19])[NH:20][CH2:21][CH3:22])[s:16]2)[cH:23]1.[CH3:32][S:33](=[O:34])(=[O:35])[OH:36].[CH3:40][CH2:41][O:42][C:43](=[O:44])[CH3:45].[Cl:37][CH2:38][Cl:39]>>[OH:8][c:9]1[cH:10][c:11](-[c:24]2[n:25][cH:26][c:27]([C:30]#[N:31])[cH:28][cH:29]2)[c:12]2[c:13]([n:14][c:15]([NH:17][C:18](=[O:19])[NH:20][CH2:21][CH3:22])[s:16]2)[cH:23]1. Procedure: m-Chloroperbenzoic acid (MCPBA) or a mixture of hydrogen peroxide/sulfuric acid/acetic acid is preferably used for the oxidation. Reaction SMILES: Cl[C:2]1[CH:7]=[CH:6][CH:5]=[C:4]([C:8]([O:10][OH:11])=[O:9])[CH:3]=1.OO.S(=O)(=O)(O)O.C(O)(=O)C>>[CH:3]1[C:4]([C:8]([O:10][OH:11])=[O:9])=[CH:5][CH:6]=[CH:7][CH:2]=1 |f:1.2.3|. The product is C1=CC=CC=C1C(=O)OO (perbenzoic acid). Reactants: ClC1=CC(=CC=C1)C(=O)OO (m-Chloroperbenzoic acid), OO.S(O)(O)(=O)=O.C(C)(=O)O (hydrogen peroxide sulfuric acid acetic acid). Starting materials: ice water, Cl.CN(CCCN=C=NCC)C (1-(3-dimethylaminopropyl)-3-ethylcarbodiimide hydrochloride), O.ON1N=NC2=C1C=CC=C2 (1-hydroxybenzotriazole monohydrate), ClC1=C2C=CC=NC2=C(C(=C1)C(=O)O)O (5-chloro-8-hydroxyquinoline-7-carboxylic acid). The solvent is CN(C)C=O (DMF). Run at time 8 hour. The product is ClC1=C2C=CC=NC2=C(C(=C1)C(=O)NCC1=CC=C(C=C1)Cl)O (5-Chloro-N-[(4-chlorophenyl)methyl]-8-hydroxy-7-quinolinecarboxamide). Yield: 33.9%. RXN SMILES: [Cl:1][C:2]1[CH:11]=[C:10]([C:12]([OH:14])=O)[C:9]([OH:15])=[C:8]2[C:3]=1[CH:4]=[CH:5][CH:6]=[N:7]2.[ClH:16].CN(C)[CH2:19][CH2:20][CH2:21][N:22]=C=NCC.O.ON1[C:34]2[CH:35]=[CH:36]C=C[C:33]=2N=N1>CN(C=O)C>[Cl:1][C:2]1[CH:11]=[C:10]([C:12]([NH:22][CH2:21][C:20]2[CH:19]=[CH:33][C:34]([Cl:16])=[CH:35][CH:36]=2)=[O:14])[C:9]([OH:15])=[C:8]2[C:3]=1[CH:4]=[CH:5][CH:6]=[N:7]2 |f:1.2,3.4|. Reported procedure: To a solution of 5-chloro-8-hydroxyquinoline-7-carboxylic acid (0.335 g) of Preparation 3 and 4-chlorobonzylamine (0.219 g) in 20 mL DMF is added 1-(3-dimethylaminopropyl)-3-ethylcarbodiimide hydrochloride (0.305 g) and 1-hydroxybenzotriazole monohydrate (0.217 g). The mixture is stirred overnight. The solution is then poured into 30 mL ice-water. The resulting solid is collected and dried to yield 0.167 g of the title product as an off-white solid. Reactants: ClC(=O)OC (methyl chloroformate), C([O-])([O-])=O.[K+].[K+] (potassium carbonate), N1=C(C=CC=C1)C1=NC(=NO1)C1=CC=C(C=C1)N (5-(2-pyridyl)-3-(4-aminophenyl)-1,2,4-oxadiazole), ( b ). Run in O1CCOCC1 (dioxane). Product: N1=C(C=CC=C1)C1=NC(=NO1)C1=CC=C(C=C1)NC(OC)=O ([4-[5-(2-pyridyl)-1,2,4-oxadiazol-3-yl]-phenyl]carbamic acid, methyl ester). As a reaction SMILES: Cl[C:2]([O:4][CH3:5])=[O:3].[N:6]1[CH:11]=[CH:10][CH:9]=[CH:8][C:7]=1[C:12]1[O:16][N:15]=[C:14]([C:17]2[CH:22]=[CH:21][C:20]([NH2:23])=[CH:19][CH:18]=2)[N:13]=1.C(=O)([O-])[O-].[K+].[K+]>O1CCOCC1>[N:6]1[CH:11]=[CH:10][CH:9]=[CH:8][C:7]=1[C:12]1[O:16][N:15]=[C:14]([C:17]2[CH:22]=[CH:21][C:20]([NH:23][C:2](=[O:3])[O:4][CH3:5])=[CH:19][CH:18]=2)[N:13]=1 |f:2.3.4|. Procedure details: 1.4 g. (0.015 mole) of methyl chloroformate is added to a mixture of 2.4 g. (0.01 mole) of 5-(2-pyridyl)-3-(4-aminophenyl)-1,2,4-oxadiazole, from part (b), and 2.1 g. of potassium carbonate in 50 cc. of dioxane. The resulting mixture is refluxed for 0.5 hours. It is then concentrated to dryness and the residue is crystallized from benzeneethyl acetate to yield [4-[5-(2-pyridyl)-1,2,4-oxadiazol-3-yl]-phenyl]carbamic acid, methyl ester. The reactants are ice water, C1(=CC=CC=C1)C(C(=O)NC=1C(=NC(=NC1)C(=O)O)O)C1=CC=CC=C1 (5-(2,2-diphenylacetamido)-4-hydroxypyrimidine-2-carboxylic acid), NCC(=O)OC (methyl 2-aminoacetate), CCN(C(C)C)C(C)C (DIEA), CN(C)C(=[N+](C)C)ON1C2=C(C=CC=C2)N=N1.[B-](F)(F)(F)F (TBTU). Run in CS(=O)C (DMSO). Run at time 8 hour. The product is C1(=CC=CC=C1)C(C(=O)NC=1C(=NC(=NC1)C(=O)NCC(=O)OC)O)C1=CC=CC=C1 (Methyl 2-(5-(2,2-diphenylacetamido)-4-hydroxypyrimidine-2-carboxamido)acetate). RXN SMILES: [C:1]1([CH:7]([C:21]2[CH:26]=[CH:25][CH:24]=[CH:23][CH:22]=2)[C:8]([NH:10][C:11]2[C:12]([OH:20])=[N:13][C:14]([C:17](O)=[O:18])=[N:15][CH:16]=2)=[O:9])[CH:6]=[CH:5][CH:4]=[CH:3][CH:2]=1.[NH2:27][CH2:28][C:29]([O:31][CH3:32])=[O:30].CCN(C(C)C)C(C)C.CN(C(ON1N=NC2C=CC=CC1=2)=[N+](C)C)C.[B-](F)(F)(F)F>CS(C)=O>[C:1]1([CH:7]([C:21]2[CH:22]=[CH:23][CH:24]=[CH:25][CH:26]=2)[C:8]([NH:10][C:11]2[C:12]([OH:20])=[N:13][C:14]([C:17]([NH:27][CH2:28][C:29]([O:31][CH3:32])=[O:30])=[O:18])=[N:15][CH:16]=2)=[O:9])[CH:2]=[CH:3][CH:4]=[CH:5][CH:6]=1 |f:3.4|. Reported procedure: A mixture of Step A product, 3-1-a, (300 mg, 0.86 mmol), methyl 2-aminoacetate (129 mg, 1.03 mmol) and DIEA (222 mg, 1.7 mmol) in DMSO (10 mL) was added with TBTU (330 mg, 1.03 mmol) and stirred at room temperature for overnight. The reaction mixture was poured into ice water (100 mL). The solids were filtered and purified by pre-HPLC to afford the product as a white solid, 3-1-b, (60 mg, 17%). LC-MS (M+H)+ 421.0 The product is CCOC(=O)CCOC(=O)c1ccc(NCCCCCCCCCCCCCCCC(=O)OC)cc1. RXN SMILES: [C:1](=[O:2])([O:3][CH3:4])[CH2:5][CH2:6][CH2:7][CH2:8][CH2:9][CH2:10][CH2:11][CH2:12][CH2:13][CH2:14][CH2:15][CH2:16][CH2:17][CH2:18][CH2:19][NH:20][c:21]1[cH:22][cH:23][c:24]([C:25](=[O:26])[O:27][CH:28]=[CH:29][C:30](=[O:31])[O:32][CH2:33][CH3:34])[cH:35][cH:36]1.[H:37][H:38].[O:39]1[CH2:40][CH2:41][CH2:42][CH2:43]1>>[C:1](=[O:2])([O:3][CH3:4])[CH2:5][CH2:6][CH2:7][CH2:8][CH2:9][CH2:10][CH2:11][CH2:12][CH2:13][CH2:14][CH2:15][CH2:16][CH2:17][CH2:18][CH2:19][NH:20][c:21]1[cH:22][cH:23][c:24]([C:25](=[O:26])[O:27][CH2:28][CH2:29][C:30](=[O:31])[O:32][CH2:33][CH3:34])[cH:35][cH:36]1. The reactants are CCOC(=O)C=COC(=O)c1ccc(NCCCCCCCCCCCCCCCC(=O)OC)cc1, [H][H], C1CCOC1. Starting materials: BrC1=CN(C=2N=CN=C(C21)N[C@@H](C)C2=NN1C(C(N2C2=CC=CC=C2)=O)=C(C=C1)C)COCC[Si](C)(C)C ((S)-2-(1-((5-Bromo-7-((2-(trimethylsilyl)ethoxy)methyl)-7H-pyrrolo[2,3-d]pyrimidin-4-yl)amino)ethyl)-5-methyl-3-phenylpyrrolo[2,1-f][1,2,4]triazin-4(3H)-one), OC=1C=C(C=C(C1)B1OC(C(O1)(C)C)(C)C)NS(=O)(=O)C (N-(3-hydroxy-5-(4,4,5,5-tetramethyl-1,3,2-dioxaborolan-2-yl)phenyl)methanesulfonamide), C([O-])([O-])=O.[Na+].[Na+] (sodium carbonate). Run in COCCOC (1,2-dimethoxyethane), O (water). The product is OC=1C=C(C=C(C1)C1=CN(C=2N=CN=C(C21)N[C@@H](C)C2=NN1C(C(N2C2=CC=CC=C2)=O)=C(C=C1)C)COCC[Si](C)(C)C)NS(=O)(=O)C ((S)—N-(3-Hydroxy-5-(4-((1-(5-methyl-4-oxo-3-phenyl-3,4-dihydropyrrolo[2,1-f][1,2,4]triazin-2-yl)ethyl)amino)-7-((2-(trimethylsilyl)ethoxy)methyl)-7H-pyrrolo[2,3-d]pyrimidin-5-yl)phenyl)methanesulfonamide). The yield is 37.0%. Reaction SMILES: Br[C:2]1[C:10]2[C:9]([NH:11][C@H:12]([C:14]3[N:19]([C:20]4[CH:25]=[CH:24][CH:23]=[CH:22][CH:21]=4)[C:18](=[O:26])[C:17]4=[C:27]([CH3:30])[CH:28]=[CH:29][N:16]4[N:15]=3)[CH3:13])=[N:8][CH:7]=[N:6][C:5]=2[N:4]([CH2:31][O:32][CH2:33][CH2:34][Si:35]([CH3:38])([CH3:37])[CH3:36])[CH:3]=1.[OH:39][C:40]1[CH:41]=[C:42]([NH:55][S:56]([CH3:59])(=[O:58])=[O:57])[CH:43]=[C:44](B2OC(C)(C)C(C)(C)O2)[CH:45]=1.C(=O)([O-])[O-].[Na+].[Na+]>COCCOC.O>[OH:39][C:40]1[CH:41]=[C:42]([NH:55][S:56]([CH3:59])(=[O:58])=[O:57])[CH:43]=[C:44]([C:2]2[C:10]3[C:9]([NH:11][C@H:12]([C:14]4[N:19]([C:20]5[CH:25]=[CH:24][CH:23]=[CH:22][CH:21]=5)[C:18](=[O:26])[C:17]5=[C:27]([CH3:30])[CH:28]=[CH:29][N:16]5[N:15]=4)[CH3:13])=[N:8][CH:7]=[N:6][C:5]=3[N:4]([CH2:31][O:32][CH2:33][CH2:34][Si:35]([CH3:38])([CH3:37])[CH3:36])[CH:3]=2)[CH:45]=1 |f:2.3.4|. Procedure details: (S)-2-(1-((5-Bromo-7-((2-(trimethylsilyl)ethoxy)methyl)-7H-pyrrolo[2,3-d]pyrimidin-4-yl)amino)ethyl)-5-methyl-3-phenylpyrrolo[2,1-f][1,2,4]triazin-4(3H)-one (80 mg, 0.13 mmol) was treated with N-(3-hydroxy-5-(4,4,5,5-tetramethyl-1,3,2-dioxaborolan-2-yl)phenyl)methanesulfonamide (101 mg, 0.32 mmol), sodium carbonate (34 mg, 0.32 mmols) and 1,1′-bis(diphenylphosphino)ferrocene-palladium(II)dichloride dichloromethane complex (8 mg, 0.01 mmol) using 1,2-dimethoxyethane (0.96 ml) and water (0.24 ml) ...